This data is from the Open Reaction Database (ORD), a public repository of structured organic reaction records. The task is: describe an organic reaction: reactants, conditions, products, and yield Reactants: FC(C=1C=C(CN(C2=NC=C(C=N2)Br)CC=2C(=NC3=C(C=CC=C3C2)C)N(CC2CC2)CC2CC2)C=C(C1)C(F)(F)F)(F)F ((3-{[(3,5-bis-trifluoromethyl-benzyl)-(5-bromo-pyrimidin-2-yl)-amino]-methyl}-8-methyl-quinolin-2-yl)-bis-cyclopropylmethyl-amine), (2-biphenyl)-di-tert-butylphosphine, CC(C)([O-])C.[Na+] (sodium tert-butoxide), N1CCOCC1 (morpholine). Reagents/catalysts: C=1C=CC(=CC1)/C=C/C(=O)/C=C/C2=CC=CC=C2.C=1C=CC(=CC1)/C=C/C(=O)/C=C/C2=CC=CC=C2.C=1C=CC(=CC1)/C=C/C(=O)/C=C/C2=CC=CC=C2.[Pd].[Pd] (tris(dibenzylideneacetone)dipalladium). Run in C1(=CC=CC=C1)C (toluene). Conditions: time 24 hour. Product: FC(C=1C=C(CN(C2=NC=C(C=N2)N2CCOCC2)CC=2C(=NC3=C(C=CC=C3C2)C)N(CC2CC2)CC2CC2)C=C(C1)C(F)(F)F)(F)F ((3-{[(3,5-bis-trifluoromethyl-benzyl)-(5-morpholin-4-yl-pyrimidin-2-yl)-amino]-methyl}-8-methyl-quinolin-2-yl)-bis-cyclopropylmethyl-amine). Isolated yield 34.2%. Reaction SMILES: [F:1][C:2]([F:44])([F:43])[C:3]1[CH:4]=[C:5]([CH:36]=[C:37]([C:39]([F:42])([F:41])[F:40])[CH:38]=1)[CH2:6][N:7]([CH2:15][C:16]1[C:17]([N:27]([CH2:32][CH:33]2[CH2:35][CH2:34]2)[CH2:28][CH:29]2[CH2:31][CH2:30]2)=[N:18][C:19]2[C:24]([CH:25]=1)=[CH:23][CH:22]=[CH:21][C:20]=2[CH3:26])[C:8]1[N:13]=[CH:12][C:11](Br)=[CH:10][N:9]=1.CC(C)([O-])C.[Na+].[NH:51]1[CH2:56][CH2:55][O:54][CH2:53][CH2:52]1>C1(C)C=CC=CC=1.C1C=CC(/C=C/C(/C=C/C2C=CC=CC=2)=O)=CC=1.C1C=CC(/C=C/C(/C=C/C2C=CC=CC=2)=O)=CC=1.C1C=CC(/C=C/C(/C=C/C2C=CC=CC=2)=O)=CC=1.[Pd].[Pd]>[F:1][C:2]([F:44])([F:43])[C:3]1[CH:4]=[C:5]([CH:36]=[C:37]([C:39]([F:42])([F:41])[F:40])[CH:38]=1)[CH2:6][N:7]([CH2:15][C:16]1[C:17]([N:27]([CH2:32][CH:33]2[CH2:35][CH2:34]2)[CH2:28][CH:29]2[CH2:31][CH2:30]2)=[N:18][C:19]2[C:24]([CH:25]=1)=[CH:23][CH:22]=[CH:21][C:20]=2[CH3:26])[C:8]1[N:13]=[CH:12][C:11]([N:51]2[CH2:56][CH2:55][O:54][CH2:53][CH2:52]2)=[CH:10][N:9]=1 |f:1.2,5.6.7.8.9|. Reported procedure: A mixture of (3-{[(3,5-bis-trifluoromethyl-benzyl)-(5-bromo-pyrimidin-2-yl)-amino]-methyl}-8-methyl-quinolin-2-yl)-bis-cyclopropylmethyl-amine (0.32 g,0.47 mmol), tris(dibenzylideneacetone)dipalladium (0.07 g, 0.08 mmol), (2-biphenyl)-di-tert-butylphosphine (0.02 g, 0.06 mmol), sodium tert-butoxide (0.09 g, 1 mmol), morpholine (0.08 ml, 0.9 mmol) in toluene was stirred at ambient temperature for 24 h. Thereafter, the reaction mixture is quenched with water and extracted with ethyl acetate (2×30 ... Starting materials: C=1C=CC2=C(C1)N=NN2O (HOBT), C1CCC(CC1)N=C=NC2CCCCC2 (DCC), Cl.C1(=CC=CC=C1)NC(C(=O)O)C=1SC=CC1 (2-(Phenylamino)-2-(thiophen-2-yl)acetic acid hydrochloride), C1CCC(CC1)N=C=NC2CCCCC2 (DCC), C=1C=CC2=C(C1)N=NN2O (HOBT), N12C[C@@H](C(CC1)CC2)O ((R)-quinuclidin-3-ol), C=1C=CC2=C(C1)N=NN2O (HOBT), C1CCC(CC1)N=C=NC2CCCCC2 (DCC), N12C[C@@H](C(CC1)CC2)O ((R)-quinuclidin-3-ol). Run in C1CCOC1 (THF). Run at time 16 hour. Product: C1(=CC=CC=C1)NC(C(=O)O[C@H]1CN2CCC1CC2)C=2SC=CC2 ((R)-quinuclidin-3-yl 2-(phenylamino)-2-(thiophen-2-yl)acetate). The yield is 7.2%. As a reaction SMILES: Cl.[C:2]1([NH:8][CH:9]([C:13]2[S:14][CH:15]=[CH:16][CH:17]=2)[C:10]([OH:12])=[O:11])[CH:7]=[CH:6][CH:5]=[CH:4][CH:3]=1.C1CCC(N=C=NC2CCCCC2)CC1.C1C=CC2N(O)N=NC=2C=1.[N:43]12[CH2:50][CH2:49][CH:46]([CH2:47][CH2:48]1)[C@@H:45](O)[CH2:44]2>C1COCC1>[C:2]1([NH:8][CH:9]([C:13]2[S:14][CH:15]=[CH:16][CH:17]=2)[C:10]([O:12][C@@H:45]2[CH:46]3[CH2:49][CH2:50][N:43]([CH2:48][CH2:47]3)[CH2:44]2)=[O:11])[CH:3]=[CH:4][CH:5]=[CH:6][CH:7]=1 |f:0.1|. Procedure: 2-(Phenylamino)-2-(thiophen-2-yl)acetic acid hydrochloride (I29) (359 mg, 1.33 mmol), DCC (330 mg, 1.60 mmol), and HOBT (245 mg, 1.60 mmol) were dissolved in THF (15 ml). (R)-quinuclidin-3-ol (339 mg, 2.66 mmol) was added, and the reaction mixture was stirred at room temperature for 16 hours. HOBT (20.4 mg, 0.13 mmol) and DCC (33.0 mg, 0.16 mmol) were added again and the mixture was stirred for additional 8 hours. HOBT (20.4 mg, 0.13 mmol), DCC (33.0 mg, 0.16 mmol), (R)-quinuclidin-3-ol (16.9 mg... Starting materials: C(C)(C)(C)C=1C(=CC(=C(C(=O)O)C1)C)OCOCCOC (5-tert-butyl-4-(2-methoxy-ethoxymethoxy)-2-methyl benzoic acid), H2 SO4, CO (MeOH). Run at time 8 hour. Yields the product COC(C1=C(C=C(C(=C1)C(C)(C)C)O)C)=O (5-tert-Butyl-4-hydroxy-2-methylbenzoic acid methyl ester). Reaction SMILES: [C:1]([C:5]1[C:6]([O:15]COCCOC)=[CH:7][C:8]([CH3:14])=[C:9]([CH:13]=1)[C:10]([OH:12])=[O:11])([CH3:4])([CH3:3])[CH3:2].[CH3:22]O>>[CH3:22][O:12][C:10](=[O:11])[C:9]1[CH:13]=[C:5]([C:1]([CH3:4])([CH3:3])[CH3:2])[C:6]([OH:15])=[CH:7][C:8]=1[CH3:14]. Reported procedure: A solution of 5-tert-butyl-4-(2-methoxy-ethoxymethoxy)-2-methyl benzoic acid from Example AAA (20.9 g, 70.5 mmol), MeOH (150 mL), and H2 SO4 (10 mL) was refluxed for 5 hours and stirred overnight at room temperature. The mixture was concentrated by half, diluted with H2O, and extracted with EtOAc. The combined extracts were washed with brine, dried (MgSO4), and concentrated to give the title compound. 1H NMR (CDCl3) δ 1.36 (s, 9 H), 2.48 (s, 3 H), 3.82 (s, 3 H), 6.48 (s, 1 H), 7.87 (s, 1 H). Starting materials: Cc1cc(Br)c2cnn(-c3ccccc3F)c2c1, CC(C)(C)[O-], Cc1ccccc1, COc1ccc(F)cc1C(C)(C)CC(O)(CN)C(F)(F)F, [Na+], O=C(C=Cc1ccccc1)C=Cc1ccccc1, O=C(C=Cc1ccccc1)C=Cc1ccccc1, O=C(C=Cc1ccccc1)C=Cc1ccccc1, [Pd], [Pd]. Yields the product COc1ccc(F)cc1C(C)(C)CC(O)(CNc1cc(C)cc2c1cnn2-c1ccccc1F)C(F)(F)F. As a reaction SMILES: [Br:22][c:23]1[c:24]2[cH:25][n:26][n:27](-[c:33]3[c:34]([F:39])[cH:35][cH:36][cH:37][cH:38]3)[c:28]2[cH:29][c:30]([CH3:32])[cH:31]1.[CH3:40][C:41]([CH3:42])([O-:43])[CH3:44].[CH3:46][c:47]1[cH:48][cH:49][cH:50][cH:51][cH:52]1.[NH2:1][CH2:2][C:3]([C:4]([F:5])([F:6])[F:7])([CH2:8][C:9]([CH3:10])([CH3:11])[c:12]1[c:13]([O:19][CH3:20])[cH:14][cH:15][c:16]([F:18])[cH:17]1)[OH:21].[Na+:45].[O:55]=[C:56]([CH:57]=[CH:58][c:59]1[cH:60][cH:61][cH:62][cH:63][cH:64]1)[CH:65]=[CH:66][c:67]1[cH:68][cH:69][cH:70][cH:71][cH:72]1.[O:73]=[C:74]([CH:75]=[CH:76][c:77]1[cH:78][cH:79][cH:80][cH:81][cH:82]1)[CH:83]=[CH:84][c:85]1[cH:86][cH:87][cH:88][cH:89][cH:90]1.[O:91]=[C:92]([CH:93]=[CH:94][c:95]1[cH:96][cH:97][cH:98][cH:99][cH:100]1)[CH:101]=[CH:102][c:103]1[cH:104][cH:105][cH:106][cH:107][cH:108]1.[Pd:53].[Pd:54]>>[NH:1]([CH2:2][C:3]([C:4]([F:5])([F:6])[F:7])([CH2:8][C:9]([CH3:10])([CH3:11])[c:12]1[c:13]([O:19][CH3:20])[cH:14][cH:15][c:16]([F:18])[cH:17]1)[OH:21])[c:23]1[c:24]2[cH:25][n:26][n:27](-[c:33]3[c:34]([F:39])[cH:35][cH:36][cH:37][cH:38]3)[c:28]2[cH:29][c:30]([CH3:32])[cH:31]1.